From a dataset of the Open Reaction Database (ORD), a public repository of structured organic reaction records. describe an organic reaction: reactants, conditions, products, and yield Reactants: CCOC(=O)C(c1ccccc1)c1ccncc1, CCN(CC)c1ccc(N)cc1, C[Al](C)C, Cc1ccccc1, ClCCCl. Product: CCN(CC)c1ccc(NC(=O)C(c2ccccc2)c2ccncc2)cc1. RXN SMILES: [CH2:17]([O:19][C:20](=[O:18])[CH:21]([c:22]1[cH:23][cH:24][n:25][cH:26][cH:27]1)[c:28]1[cH:29][cH:30][cH:31][cH:32][cH:33]1)[CH3:34].[CH2:5]([CH3:6])[N:7]([c:8]1[cH:9][cH:10][c:11]([NH2:14])[cH:12][cH:13]1)[CH2:15][CH3:16].[CH3:1][Al:2]([CH3:3])[CH3:4].[CH3:35][c:36]1[cH:37][cH:38][cH:39][cH:40][cH:41]1.[Cl:42][CH2:43][CH2:44][Cl:45]>>[CH2:5]([CH3:6])[N:7]([c:8]1[cH:9][cH:10][c:11]([NH:14][C:20](=[O:19])[CH:21]([c:22]2[cH:23][cH:24][n:25][cH:26][cH:27]2)[c:28]2[cH:29][cH:30][cH:31][cH:32][cH:33]2)[cH:12][cH:13]1)[CH2:15][CH3:16]. Reactants: Cl (HCl), CO (MeOH), C(C)(=O)OCC1=C(C(=CC(=C1)Cl)Cl)C#N (3,5-dichloro-2-cyanobenzyl acetate). Run in O (Water), C1CCOC1 (THF), CCOC(=O)C (EtOAc), C1CCOC1 (THF), O (water). Reaction conditions: temperature 75 celsius. The product is NCC1=C(C=C(C=C1Cl)Cl)CO ((2-(aminomethyl)-3,5-dichlorophenyl)methanol). As a reaction SMILES: C([O:4][CH2:5][C:6]1[CH:11]=[C:10]([Cl:12])[CH:9]=[C:8]([Cl:13])[C:7]=1[C:14]#[N:15])(=O)C.CO.Cl>C1COCC1.O.CCOC(C)=O>[NH2:15][CH2:14][C:7]1[C:8]([Cl:13])=[CH:9][C:10]([Cl:12])=[CH:11][C:6]=1[CH2:5][OH:4]. Reported procedure: To a soln. of 3,5-dichloro-2-cyanobenzyl acetate (11.7 mmol) in 50 mL THF was added a soln. of BH3 (50 mmol, 1M in THF). The reaction mixture was heated to 75° C. for 7 h and then cooled to 0° C. Water was added followed by MeOH and the mixture was conc. The residue was taken up in water and EtOAc, acidified with 1N HCl solution and extracted with DCM. The aq. phase was then basified with 1M NaOH soln. and extracted with DCM. The comb. org. layers were dried over MgSO4 and conc. in vacuo. Purifi...